This data is from the Open Reaction Database (ORD), a public repository of structured organic reaction records. The task is: describe an organic reaction: reactants, conditions, products, and yield Starting materials: Cc1c(N)cccc1Br, CN1CCCC1, C[S-], [Cu], [Na+]. The product is CSc1cccc(N)c1C. As a reaction SMILES: [Br:4][c:5]1[c:6]([CH3:12])[c:7]([NH2:8])[cH:9][cH:10][cH:11]1.[CH3:13][N:14]1[CH2:15][CH2:16][CH2:17][CH2:18]1.[CH3:1][S-:2].[Cu:19].[Na+:3]>>[CH3:1][S:2][c:5]1[c:6]([CH3:12])[c:7]([NH2:8])[cH:9][cH:10][cH:11]1.